Task: describe an organic reaction: reactants, conditions, products, and yield. Dataset: the Open Reaction Database (ORD), a public repository of structured organic reaction records Starting materials: NC=1C=C(C(=O)C2=CC(=CC=C2)C(C2=CC(=C(C=C2)Cl)N)=O)C=CC1Cl (1,3-bis(3-amino-4-chlorobenzoyl)benzene), C(=O)[O-].[Na+] (sodium formate), COCCO (2-methoxyethanol). Reagents/catalysts: [Pd] (palladium). The solvent is O (water). Conditions: temperature 100 celsius, time 3 hour. Yields the product NC=1C=C(C(=O)C2=CC(=CC=C2)C(C2=CC(=CC=C2)N)=O)C=CC1 (1,3-bis(3-aminobenzoyl)benzene). The yield is 97.0%. Reaction SMILES: [NH2:1][C:2]1[CH:3]=[C:4]([CH:23]=[CH:24][C:25]=1Cl)[C:5]([C:7]1[CH:12]=[CH:11][CH:10]=[C:9]([C:13](=[O:22])[C:14]2[CH:19]=[CH:18][C:17](Cl)=[C:16]([NH2:21])[CH:15]=2)[CH:8]=1)=[O:6].C([O-])=O.[Na+].COCCO>[Pd].O>[NH2:1][C:2]1[CH:3]=[C:4]([CH:23]=[CH:24][CH:25]=1)[C:5]([C:7]1[CH:12]=[CH:11][CH:10]=[C:9]([C:13](=[O:22])[C:14]2[CH:19]=[CH:18][CH:17]=[C:16]([NH2:21])[CH:15]=2)[CH:8]=1)=[O:6] |f:1.2|. Procedure: In the next step, to a sealed glass reaction vessel equipped with a thermometer, stirrer and reflux condenser, 156 g (0.41 mole) of the above 1,3-bis(3-amino-4-chlorobenzoyl)benzene, 145 g (2.13 mole) of sodium formate, 787 g of 2-methoxyethanol and 43 g of water were charged and heated to 100° C. with stirring. Successively, 7.8 g of a 5% palladium/activated carbon catalyst (a product of M.E. Chemcat Co.) was gradually added and the reaction was continued at 100° C. for 3 hours with stirring. T... The reactants are CC[N+](CC)(CC)Cc1ccccc1, CC(=O)Nc1c(C)cccc1O, CCOC(C)=O, CCCCCCC, [Cl-], ClCC1CO1, [Na+], [OH-]. Yields the product CC(=O)Nc1c(C)cccc1OCC1CO1. As a reaction SMILES: [CH2:27]([N+:28]([CH2:29][CH3:30])([CH2:31][CH3:32])[CH2:33][c:34]1[cH:35][cH:36][cH:37][cH:38][cH:39]1)[CH3:40].[CH3:1][c:2]1[c:3]([NH:9][C:10]([CH3:11])=[O:12])[c:4]([OH:8])[cH:5][cH:6][cH:7]1.[CH3:20][CH2:21][O:22][C:23]([CH3:24])=[O:25].[CH3:41][CH2:42][CH2:43][CH2:44][CH2:45][CH2:46][CH3:47].[Cl-:26].[Cl:13][CH2:14][CH:15]1[CH2:16][O:17]1.[Na+:19].[OH-:18]>>[CH3:1][c:2]1[c:3]([NH:9][C:10]([CH3:11])=[O:12])[c:4]([O:8][CH2:14][CH:15]2[CH2:16][O:17]2)[cH:5][cH:6][cH:7]1. Solvent: CO (MeOH). Reactants: ClC=1C(=NC(=NC1)NC1=C(C=C(C(=C1)C)C1CCNCC1)F)NC1=NNC(=C1)C (5-chloro-N2-(2-fluoro-5-methyl-4-(piperidin-4-yl)phenyl)-N4-(5-methyl-1H-pyrazol-3-yl)pyrimidine-2,4-diamine), C(C=C)#N (acrylonitrile). RXN SMILES: [Cl:1][C:2]1[C:3]([NH:23][C:24]2[CH:28]=[C:27]([CH3:29])[NH:26][N:25]=2)=[N:4][C:5]([NH:8][C:9]2[CH:14]=[C:13]([CH3:15])[C:12]([CH:16]3[CH2:21][CH2:20][NH:19][CH2:18][CH2:17]3)=[CH:11][C:10]=2[F:22])=[N:6][CH:7]=1.[C:30](#[N:33])[CH:31]=[CH2:32]>CO>[Cl:1][C:2]1[C:3]([NH:23][C:24]2[CH:28]=[C:27]([CH3:29])[NH:26][N:25]=2)=[N:4][C:5]([NH:8][C:9]2[C:10]([F:22])=[CH:11][C:12]([CH:16]3[CH2:17][CH2:18][N:19]([CH2:32][CH2:31][C:30]#[N:33])[CH2:20][CH2:21]3)=[C:13]([CH3:15])[CH:14]=2)=[N:6][CH:7]=1. Run at time 14 hour. Yields the product ClC=1C(=NC(=NC1)NC1=CC(=C(C=C1F)C1CCN(CC1)CCC#N)C)NC1=NNC(=C1)C (3-(4-(4-(5-chloro-4-(5-methyl-1H-pyrazol-3-ylamino)pyrimidin-2-ylamino)-5-fluoro-2-methylphenyl)piperidin-1-yl)propanenitrile). Procedure details: To a solution of 5-chloro-N2-(2-fluoro-5-methyl-4-(piperidin-4-yl)phenyl)-N4-(5-methyl-1H-pyrazol-3-yl)pyrimidine-2,4-diamine (20 mg, 0.048 mmol) in MeOH (0.5 mL) was added acrylonitrile (5 mg, 0.096 mmol). The resulting mixture was stirred at room temperature for 14 h and then purified directly by preparative RP-HPLC to provide 3-(4-(4-(5-chloro-4-(5-methyl-1H-pyrazol-3-ylamino)pyrimidin-2-ylamino)-5-fluoro-2-methylphenyl)piperidin-1-yl)propanenitrile; ESMS m/z 469.2 (M+H+). Starting materials: CC(C)(C#N)c1ccc(F)cc1Br, C1CCOC1. Product: CC(C)(CN)c1ccc(F)cc1Br. Reaction SMILES: [Br:1][c:2]1[c:3]([C:9]([C:10]#[N:11])([CH3:12])[CH3:13])[cH:4][cH:5][c:6]([F:8])[cH:7]1.[CH2:14]1[O:15][CH2:16][CH2:17][CH2:18]1>>[Br:1][c:2]1[c:3]([C:9]([CH2:10][NH2:11])([CH3:12])[CH3:13])[cH:4][cH:5][c:6]([F:8])[cH:7]1. Reactants: [N+](=[N-])=CC(=O)[C@H]1N(CCC1)C(=O)[C@H]1N(CSC1)C(=O)OCC1=CC=CC=C1 ((R)-4[[(S)-2-(diazoacetyl)-1-pyrrolidinyl]carbonyl]-3-(phenylmethyloxycarbonyl)thiazolidine), O1CCOCC1.O (1,4-Dioxane water). Reagents/catalysts: O.O.O.O.O.S(=O)(=O)([O-])[O-].[Cu+2] (copper sulfate pentahydrate). Run at temperature 100 celsius. The product is OCC(=O)[C@H]1N(CCC1)C(=O)[C@H]1N(CSC1)C(=O)OCC1=CC=CC=C1 ((R)-4-[[(S)-2-(Hydroxyacetyl)-1-pyrrolidinyl]carbonyl]-3(phenylmethyloxycarbonyl)thiazolidine). RXN SMILES: [N+](=[CH:3][C:4]([C@@H:6]1[CH2:10][CH2:9][CH2:8][N:7]1[C:11]([C@@H:13]1[CH2:17][S:16][CH2:15][N:14]1[C:18]([O:20][CH2:21][C:22]1[CH:27]=[CH:26][CH:25]=[CH:24][CH:23]=1)=[O:19])=[O:12])=[O:5])=[N-].[O:28]1CCOCC1.O>O.O.O.O.O.S([O-])([O-])(=O)=O.[Cu+2]>[OH:28][CH2:3][C:4]([C@@H:6]1[CH2:10][CH2:9][CH2:8][N:7]1[C:11]([C@@H:13]1[CH2:17][S:16][CH2:15][N:14]1[C:18]([O:20][CH2:21][C:22]1[CH:23]=[CH:24][CH:25]=[CH:26][CH:27]=1)=[O:19])=[O:12])=[O:5] |f:1.2,3.4.5.6.7.8.9|. Reported procedure: 1,4-Dioxane-water (5 ml-5 ml) was added to the crude (R)-4[[(S)-2-(diazoacetyl)-1-pyrrolidinyl]carbonyl]-3-(phenylmethyloxycarbonyl)thiazolidine (970 mg) and copper sulfate pentahydrate (several mg), and the mixture was heated at 100° C. for 0.5 hour. 1,4-Dioxane was distilled away under reduced pressure and a saturated sodium hydrogencarbonate was added. The mixture was extracted with ethyl acetate. The extract was washed with 10% citric acid and saturated brine in order, dried over anhydrous s...